Dataset: the Open Reaction Database (ORD), a public repository of structured organic reaction records. Task: describe an organic reaction: reactants, conditions, products, and yield Reactants: C, CCO, CCOC(=O)C=Cc1cnc(-c2ccc(C(CC3CCOCC3)c3ccc(S(=O)(=O)C4CC4)cc3)[nH]2)s1, C1CCOC1, [Pd]. Yields the product CCOC(=O)CCc1cnc(-c2ccc(C(CC3CCOCC3)c3ccc(S(=O)(=O)C4CC4)cc3)[nH]2)s1. As a reaction SMILES: [C:43].[CH3:45][CH2:46][OH:47].[CH:1]1([S:4](=[O:5])(=[O:6])[c:7]2[cH:8][cH:9][c:10]([CH:13]([CH2:14][CH:15]3[CH2:16][CH2:17][O:18][CH2:19][CH2:20]3)[c:21]3[cH:22][cH:23][c:24](-[c:26]4[s:27][c:28]([CH:31]=[CH:32][C:33](=[O:34])[O:35][CH2:36][CH3:37])[cH:29][n:30]4)[nH:25]3)[cH:11][cH:12]2)[CH2:2][CH2:3]1.[O:38]1[CH2:39][CH2:40][CH2:41][CH2:42]1.[Pd:44]>>[CH:1]1([S:4](=[O:5])(=[O:6])[c:7]2[cH:8][cH:9][c:10]([CH:13]([CH2:14][CH:15]3[CH2:16][CH2:17][O:18][CH2:19][CH2:20]3)[c:21]3[cH:22][cH:23][c:24](-[c:26]4[s:27][c:28]([CH2:31][CH2:32][C:33](=[O:34])[O:35][CH2:36][CH3:37])[cH:29][n:30]4)[nH:25]3)[cH:11][cH:12]2)[CH2:2][CH2:3]1. Starting materials: NC=1C=C(OCC(=O)OC)C=C(C1)C1=CC(=NC=C1)C (Methyl 2-(3-amino-5-(2-methylpyridin-4-yl)phenoxy)acetate), CN(CCOC1=CC(=CC(=C1)[N+](=O)[O-])C1=CC(=NC=C1)C)C (N,N-Dimethyl-2-(3-(2-methylpyridin-4-yl)-5-nitrophenoxy)ethanamine), CC1=NC=CC(=C1)C=1C=C(OCC(=O)OC)C=C(C1)[N+](=O)[O-] (Methyl 2-(3-(2-methylpyridin-4-yl)-5-nitrophenoxy)acetate). Yields the product title intermediate, CN(CCOC=1C=C(C=C(C1)C1=CC(=NC=C1)C)N)C (3-(2-(Dimethylamino)ethoxy)-5-(2-methylpyridin-4-yl)benzenamine). The yield is 93.3%. Reaction SMILES: [CH3:1][N:2]([CH3:22])[CH2:3][CH2:4][O:5][C:6]1[CH:11]=[C:10]([N+:12]([O-])=O)[CH:9]=[C:8]([C:15]2[CH:20]=[CH:19][N:18]=[C:17]([CH3:21])[CH:16]=2)[CH:7]=1.CC1C=C(C2C=C(C=C([N+]([O-])=O)C=2)OCC(OC)=O)C=CN=1.NC1C=C(C=C(C2C=CN=C(C)C=2)C=1)OCC(OC)=O>>[CH3:22][N:2]([CH3:1])[CH2:3][CH2:4][O:5][C:6]1[CH:11]=[C:10]([NH2:12])[CH:9]=[C:8]([C:15]2[CH:20]=[CH:19][N:18]=[C:17]([CH3:21])[CH:16]=2)[CH:7]=1. Reported procedure: This title intermediate was prepared starting from 76.A (694 mg, 2.30 mmol) according the procedure described above for conversion of 65.D to 65.E. The crude product was purified by flash chromatography on silica gel using 0-10% MeOH/CH2Cl2 for elution to provide 76.B as colorless syrup (582 mg, 93%). Reactants: BrC1=C2C=NNC2=CC(=C1)C(F)(F)F (4-bromo-6-(trifluoromethyl)-1H-indazole), CC1(OB(OC1(C)C)C1=C2CC(NC2=CC=C1)=O)C (4-(4,4,5,5-tetramethyl-1,3,2-dioxaborolan-2-yl)indolin-2-one), C(=O)(O)[O-].[Na+] (NaHCO3). Reagents/catalysts: C1=CC=C(C=C1)P([C-]2C=CC=C2)C3=CC=CC=C3.C1=CC=C(C=C1)P([C-]2C=CC=C2)C3=CC=CC=C3.Cl[Pd]Cl.[Fe+2] (PdCl2(dppf)). Run in O1CCOCC1 (dioxane). Reaction conditions: temperature 140 celsius. The product is C(=O)(C(F)(F)F)O (TFA), FC(C1=CC(=C2C=NNC2=C1)C1=C2CC(NC2=CC=C1)=O)(F)F (4-(6-(trifluoromethyl)-1H-indazol-4-yl)indolin-2-one). The yield is 46.0%. RXN SMILES: Br[C:2]1[CH:10]=[C:9]([C:11]([F:14])([F:13])[F:12])[CH:8]=[C:7]2[C:3]=1[CH:4]=[N:5][NH:6]2.CC1(C)C(C)(C)OB([C:23]2[CH:31]=[CH:30][CH:29]=[C:28]3[C:24]=2[CH2:25][C:26](=[O:32])[NH:27]3)O1.[C:34]([O-:37])(O)=[O:35].[Na+]>O1CCOCC1.C1C=CC(P(C2C=CC=CC=2)[C-]2C=CC=C2)=CC=1.C1C=CC(P(C2C=CC=CC=2)[C-]2C=CC=C2)=CC=1.Cl[Pd]Cl.[Fe+2]>[C:34]([OH:37])([C:11]([F:14])([F:13])[F:12])=[O:35].[F:12][C:11]([F:14])([F:13])[C:9]1[CH:8]=[C:7]2[C:3]([CH:4]=[N:5][NH:6]2)=[C:2]([C:23]2[CH:31]=[CH:30][CH:29]=[C:28]3[C:24]=2[CH2:25][C:26](=[O:32])[NH:27]3)[CH:10]=1 |f:2.3,5.6.7.8|. Procedure: A vial was charged with a mixture of 4-bromo-6-(trifluoromethyl)-1H-indazole (0.026 g, 0.096 mmol), 4-(4,4,5,5-tetramethyl-1,3,2-dioxaborolan-2-yl)indolin-2-one (0.025 g, 0.096 mmol) and PdCl2(dppf) (3.53 mg, 4.82 μmol) in dioxane (4 mL) and aqueous saturated NaHCO3 (3 mL). The resulting light brown suspension was heated at 140° C. for 45 minutes in a microwave reactor. The reaction mixture was subsequently concentrated and the crude residue was purified by preparative HPLC, eluting with 30% ACN... The reactants are [N+](=O)([O-])C=1C=C(CN)C=CC1 (3-nitrobenzylamine), ClC=1C2=C(N=C(N1)C=1C=NC=CC1)SC=C2C (4-chloro-2-(pyridin-3-yl)-5-methyl-thieno-[2,3-d]-pyrimidine). As a reaction SMILES: [N+:1]([C:4]1[CH:5]=[C:6]([CH:9]=[CH:10][CH:11]=1)[CH2:7][NH2:8])([O-:3])=[O:2].Cl[C:13]1[C:14]2[C:27]([CH3:28])=[CH:26][S:25][C:15]=2[N:16]=[C:17]([C:19]2[CH:20]=[N:21][CH:22]=[CH:23][CH:24]=2)[N:18]=1>>[N:21]1[CH:22]=[CH:23][CH:24]=[C:19]([C:17]2[N:18]=[C:13]([NH:8][CH2:7][C:6]3[CH:9]=[CH:10][CH:11]=[C:4]([N+:1]([O-:3])=[O:2])[CH:5]=3)[C:14]3[C:27]([CH3:28])=[CH:26][S:25][C:15]=3[N:16]=2)[CH:20]=1. Reported procedure: With the procedure of Example 1, the reaction of 3-nitrobenzylamine with 4-chloro-2-(pyridin-3-yl)-5-methyl-thieno-[2,3-d]-pyrimidine yields 2-(pyridin-3-yl)-4-(3-nitrobenzylamino)-5-methyl-thieno-[2,3-d]-pyrimidine. The product is N1=CC(=CC=C1)C=1N=C(C2=C(N1)SC=C2C)NCC2=CC(=CC=C2)[N+](=O)[O-] (2-(pyridin-3-yl)-4-(3-nitrobenzylamino)-5-methyl-thieno-[2,3-d]-pyrimidine). The reactants are [Br-], CC[Mg+], CCBr, CCOC(OCC)OCC, [Cl-], [Mg], [NH4+], C#CC(CCCCC)OC1CCCCO1. Product: CCCCCC(C#CC(OCC)OCC)OC1CCCCO1. Reaction SMILES: [Br-:1].[CH2:2]([Mg+:3])[CH3:4].[CH2:6]([Br:7])[CH3:8].[CH:24]([O:25][CH2:26][CH3:27])([O:28][CH2:29][CH3:30])[O:31][CH2:32][CH3:33].[Cl-:34].[Mg:5].[NH4+:35].[O:9]1[CH:10]([O:15][CH:16]([C:17]#[CH:18])[CH2:19][CH2:20][CH2:21][CH2:22][CH3:23])[CH2:11][CH2:12][CH2:13][CH2:14]1>>[O:9]1[CH:10]([O:15][CH:16]([C:17]#[C:18][CH:24]([O:25][CH2:26][CH3:27])[O:28][CH2:29][CH3:30])[CH2:19][CH2:20][CH2:21][CH2:22][CH3:23])[CH2:11][CH2:12][CH2:13][CH2:14]1. Reactants: CC1=C(C(C[C@H]1O[N+](=O)[O-])=O)CC#C ((R)-3-methyl-4-nitroxy-2-(2-propynyl)-2-cyclopenten-1-one), C([O-])([O-])=O.[Ca+2] (calcium carbonate). Solvent: O (water). Reaction conditions: time 5 hour. Yields the product O[C@@H]1C(=C(C(C1)=O)CC#C)C ((S)-4-hydroxy-3-methyl-2-(2-propynyl)-2-cyclopenten-1-one). The yield is 85.3%. Reaction SMILES: [CH3:1][C:2]1[C@H:6]([O:7][N+]([O-])=O)[CH2:5][C:4](=[O:11])[C:3]=1[CH2:12][C:13]#[CH:14].C(=O)([O-])[O-].[Ca+2]>O>[OH:7][C@H:6]1[CH2:5][C:4](=[O:11])[C:3]([CH2:12][C:13]#[CH:14])=[C:2]1[CH3:1] |f:1.2|. Reported procedure: A mixture of 1.95 g of crude (R)-3-methyl-4-nitroxy-2-(2-propynyl)-2-cyclopenten-1-one prepared in Example 1, 1.00 g of calcium carbonate and 30 ml of water was stirred at a temperature of 80°-85° C. for 5 hours. Then the reaction mixture was cooled and filtered through celite. Thereafter, the water layer was saturated with sodium chloride and extracted with methyl isobutyl ketone. The organic layer was separated, washed with an aqueous saturated sodium chloride solution dried over anhydrous mag... Starting materials: ClC(=O)OC (methyl chloroformate), NC1=NN(C2=C1C=NC(=C2)NC(=O)N[C@H](C)C2=CC=CC=C2)C(C2=CC=CC=C2)(C2=CC=CC=C2)C2=CC=CC=C2 ((R)-1-(3-amino-1-trityl-1H-pyrazolo[4,3-c]pyridin-6-yl)-3-(1-phenylethyl)urea), ClC(=O)OC (methyl chloroformate), N1=CC=CC=C1 (pyridine). The solvent is C(Cl)Cl (DCM). Reaction conditions: time 16 hour. Yields the product C1(=CC=CC=C1)[C@@H](C)NC(NC1=CC2=C(C=N1)C(=NN2C(C2=CC=CC=C2)(C2=CC=CC=C2)C2=CC=CC=C2)NC(OC)=O)=O ((R)-methyl (6-(3-(1-phenylethyl)ureido)-1-trityl-1H-pyrazolo[4,3-c]pyridin-3-yl)carbamate). Yield: 88.2%. RXN SMILES: [NH2:1][C:2]1[C:6]2[CH:7]=[N:8][C:9]([NH:11][C:12]([NH:14][C@@H:15]([C:17]3[CH:22]=[CH:21][CH:20]=[CH:19][CH:18]=3)[CH3:16])=[O:13])=[CH:10][C:5]=2[N:4]([C:23]([C:36]2[CH:41]=[CH:40][CH:39]=[CH:38][CH:37]=2)([C:30]2[CH:35]=[CH:34][CH:33]=[CH:32][CH:31]=2)[C:24]2[CH:29]=[CH:28][CH:27]=[CH:26][CH:25]=2)[N:3]=1.N1C=CC=CC=1.Cl[C:49]([O:51][CH3:52])=[O:50]>C(Cl)Cl>[C:17]1([C@H:15]([NH:14][C:12](=[O:13])[NH:11][C:9]2[N:8]=[CH:7][C:6]3[C:2]([NH:1][C:49](=[O:50])[O:51][CH3:52])=[N:3][N:4]([C:23]([C:24]4[CH:25]=[CH:26][CH:27]=[CH:28][CH:29]=4)([C:36]4[CH:41]=[CH:40][CH:39]=[CH:38][CH:37]=4)[C:30]4[CH:31]=[CH:32][CH:33]=[CH:34][CH:35]=4)[C:5]=3[CH:10]=2)[CH3:16])[CH:22]=[CH:21][CH:20]=[CH:19][CH:18]=1. Reported procedure: To a 50 mL round bottom flask charged with (R)-1-(3-amino-1-trityl-1H-pyrazolo[4,3-c]pyridin-6-yl)-3-(1-phenylethyl)urea (380 mg, 0.705 mmol) in DCM (10 ml) was added pyridine (1 ml) followed by methyl chloroformate (65 μl, 0.847 mmol). The flask was capped and the contents stirred at room temperature for 16 h. An additional aliquot of methyl chloroformate (65 μL, 0.847 mmol) was added to push the reaction to completion. The volatiles were removed in vacuo, the resulting residue redissolved in D...